Task: describe an organic reaction: reactants, conditions, products, and yield. Dataset: the Open Reaction Database (ORD), a public repository of structured organic reaction records Starting materials: ClC=1C=C(C=CC1)[C@H]1C[C@@H](C(N([C@@H]1C1=CC=C(C=C1)Cl)[C@H](C(=O)OCC)CC)=O)CC(=O)O (2-((3R,5R,6S)-5-(3-chlorophenyl)-6-(4-chlorophenyl)-1-((S)-1-ethoxy-1-oxobutan-2-yl)-2-oxopiperidin-3-yl)acetic acid), [BH4-].[Li+] (lithium tetrahydroborate), CO (methanol). The solvent is CCOCC (Et2O). Run at time 20 minute. Product: ClC=1C=C(C=CC1)[C@H]1C[C@@H](C(N([C@@H]1C1=CC=C(C=C1)Cl)[C@H](CO)CC)=O)CC(=O)O (2-((3R,5R,6S)-5-(3-Chlorophenyl)-6-(4-chlorophenyl)-1-((S)-1-hydroxybutan-2-yl)-2-oxopiperidin-3-yl)acetic acid). As a reaction SMILES: [Cl:1][C:2]1[CH:3]=[C:4]([C@@H:8]2[C@@H:13]([C:14]3[CH:19]=[CH:18][C:17]([Cl:20])=[CH:16][CH:15]=3)[N:12]([C@@H:21]([CH2:27][CH3:28])[C:22](OCC)=[O:23])[C:11](=[O:29])[C@@H:10]([CH2:30][C:31]([OH:33])=[O:32])[CH2:9]2)[CH:5]=[CH:6][CH:7]=1.[BH4-].[Li+].CO>CCOCC>[Cl:1][C:2]1[CH:3]=[C:4]([C@@H:8]2[C@@H:13]([C:14]3[CH:19]=[CH:18][C:17]([Cl:20])=[CH:16][CH:15]=3)[N:12]([C@@H:21]([CH2:27][CH3:28])[CH2:22][OH:23])[C:11](=[O:29])[C@@H:10]([CH2:30][C:31]([OH:33])=[O:32])[CH2:9]2)[CH:5]=[CH:6][CH:7]=1 |f:1.2|. Reported procedure: To a solution of 300 mg (0.61 mmol) of 2-((3R,5R,6S)-5-(3-chlorophenyl)-6-(4-chlorophenyl)-1-((S)-1-ethoxy-1-oxobutan-2-yl)-2-oxopiperidin-3-yl)acetic acid (Example 3) in 12 mL of Et2O was added lithium tetrahydroborate (39.8 mg, 1.83 mmol) at 0° C. After being stirred for 20 min, methanol (37.0 μl, 914 μmol) was added at 0° C. and the resulting solution was stirred at 25° C. for 2 h. The reaction was quenched (10% citric acid), extracted (2×EtOAc) and washed (1×sat. aq. NaCl solution). The comb...